This data is from the Open Reaction Database (ORD), a public repository of structured organic reaction records. The task is: describe an organic reaction: reactants, conditions, products, and yield Starting materials: CC1(CCCC=2C=CC=C(C12)O)C (8,8-dimethyl-5,6,7,8-tetrahydro-1-naphthol), C(C)(C)(C)O (tert-butanol), O (water). The solvent is C(C)(=O)O (acetic acid). Conditions: time 3 hour. Yields the product C(C)(C)(C)C1=C(C=2C(CCCC2C=C1)(C)C)O (2-tert-butyl-8,8-dimethyl-5,6,7,8-tetrahydro-1-naphthol). The yield is 71.4%. Reaction SMILES: [CH3:1][C:2]1([CH3:13])[C:11]2[C:10]([OH:12])=[CH:9][CH:8]=[CH:7][C:6]=2[CH2:5][CH2:4][CH2:3]1.[C:14](O)([CH3:17])([CH3:16])[CH3:15].O>C(O)(=O)C>[C:14]([C:9]1[CH:8]=[CH:7][C:6]2[CH2:5][CH2:4][CH2:3][C:2]([CH3:13])([CH3:1])[C:11]=2[C:10]=1[OH:12])([CH3:17])([CH3:16])[CH3:15]. Procedure: To a solution of 8,8-dimethyl-5,6,7,8-tetrahydro-1-naphthol (10.1 g, 57.3 mmole) and tert-butanol (4.25 g, 57.3 mmole) in glacial acetic acid (30 ml) 90% aqueous sulphuric acid (3.0 ml) was added. The mixture was stirred at 40° for 3 hours, poured into water (100 ml) and extracted with diethylether (2×200 ml). The ethereal extract was washed with water and with aqueous saturated sodium chloride, dried and evaporated. The residue was chromatographed on silica gel using a n-pentane: dichloromethan... Reactants: COC1=CC(=C(N)C=C1)[N+](=O)[O-] (4-methoxy-2-nitroaniline), ice water, S(=O)(=O)(C1=CC=C(C)C=C1)Cl (tosyl chloride). Run in N1=CC=CC=C1 (pyridine). Reaction conditions: time 2 hour. Yields the product C(C)(C)OC(C)C (isopropyl ether), CC1=CC=C(C=C1)S(=O)(=O)NC1=C(C=C(C=C1)OC)[N+](=O)[O-] (2-(4-methylbenzenesulfonylamino)-5-methoxynitrobenzene). The yield is 151.9%. Reaction SMILES: [CH3:1][O:2][C:3]1[CH:9]=[CH:8][C:6]([NH2:7])=[C:5]([N+:10]([O-:12])=[O:11])[CH:4]=1.[S:13](Cl)([C:16]1[CH:22]=[CH:21][C:19]([CH3:20])=[CH:18][CH:17]=1)(=[O:15])=[O:14]>N1C=CC=CC=1>[CH:3]([O:2][CH:22]([CH3:21])[CH3:16])([CH3:9])[CH3:4].[CH3:20][C:19]1[CH:21]=[CH:22][C:16]([S:13]([NH:7][C:6]2[CH:8]=[CH:9][C:3]([O:2][CH3:1])=[CH:4][C:5]=2[N+:10]([O-:12])=[O:11])(=[O:15])=[O:14])=[CH:17][CH:18]=1. Procedure: 50 g of 4-methoxy-2-nitroaniline are stirred at 0° C. in 300 ml of pyridine. 56.7 g of tosyl chloride are added in portions at 0° C. and the mixture is then stirred for two hours at room temperature, left to stand overnight and poured into an ice/water mixture. The crystals obtained are filtered off and washed with water and then with isopropyl ether to give 72.8 g of 2-(4-methylbenzenesulfonylamino)-5-methoxynitrobenzene in the form of crystals melting at 99° C.